Dataset: the Open Reaction Database (ORD), a public repository of structured organic reaction records. Task: describe an organic reaction: reactants, conditions, products, and yield Reactants: [Li]C(C)(C)C, CN(C)C(=O)c1cc(I)cnc1Cl, CI. The product is Cc1cnc(Cl)c(C(=O)N(C)C)c1. As a reaction SMILES: [C:14]([Li:15])([CH3:16])([CH3:17])[CH3:18].[Cl:1][c:2]1[c:3]([C:4](=[O:5])[N:6]([CH3:7])[CH3:8])[cH:9][c:10]([I:13])[cH:11][n:12]1.[I:19][CH3:20]>>[Cl:1][c:2]1[c:3]([C:4](=[O:5])[N:6]([CH3:7])[CH3:8])[cH:9][c:10]([CH3:14])[cH:11][n:12]1. Starting materials: O=C(C(=O)OCCC(CCC=C(C)C)C)CCC (3,7-Dimethyl-6-octenyl 2-Oxopentanoate), 1075m, 1407m, ( 1 ), ( 12 ), C(C)(C)C1=C(C(=O)C2=C(C(=O)OC\C=C(/C)\CCC=C(C)C)C=CC=C2)C=CC(=C1)C(C)C (Geranyl 2-(2′,4′-diisopropylbenzoyl)benzoate), ( 4 ), ( 4 ), ( 100 ), CC(C(C(=O)OCCC(CCC=C(C)C)C)=O)CC (3,7-Dimethyl-6-octenyl 3-Methyl-2-oxopentanoate), ( 1 ), 1434m, C(C)(=O)C1=CC=C(C=C1)C(C(=O)OCCC(CCC=C(C)C)C)=O (3,7-Dimethyl-6-octenyl (4-Acetylphenyl)oxoacetate), C(C)(C)C1=C(C(=O)C2=C(C(=O)OC\C=C(/C)\CCC=C(C)C)C=CC=C2)C=CC(=C1)C(C)C (Geranyl 2-(2′,4′-diisopropylbenzoyl)benzoate), C(C)(C)C1=C(C(=O)C2=C(C(=O)OC\C=C(/C)\CCC=C(C)C)C=CC=C2)C=CC(=C1)C(C)C (Geranyl 2-(2′,4′-diisopropylbenzoyl)benzoate), ( 15 ), 1457m, 1318m, C(C)(C)C1=C(C(=O)C2=C(C(=O)OC\C=C(/C)\CCC=C(C)C)C=CC=C2)C=CC=C1 (Geranyl 2-(2′-isopropylbenzoyl)benzoate), ( 11 ), C(C)(C)C1=C(C(=O)C2=C(C(=O)OC\C=C(/C)\CCC=C(C)C)C=CC=C2)C=CC(=C1)C(C)C (Geranyl 2-(2′,4′-diisopropylbenzoyl)benzoate), 832m, ( 30 ), ( 1 ), ( 13 ), 959m, 992s, 1379m, 1607w, ( 38 ), 1693s, 2964s, 861m, C(C)(C)C1=C(C(=O)C2=C(C(=O)OC\C=C(/C)\CCC=C(C)C)C=CC=C2)C=CC=C1 (Geranyl 2-(2′-isopropylbenzoyl)benzoate), 1260s, ( 4 ), 1176s, ( 10 ), CC(C(C(=O)OCCC(CCC=C(C)C)C)=O)CC (3,7-Dimethyl-6-octenyl 3-Methyl-2-oxopentanoate), ( 21 ), C(C)(C)C1=C(C(=O)C2=C(C(=O)OC\C=C(/C)\CCC=C(C)C)C=CC=C2)C=CC=C1 (Geranyl 2-(2′-isopropylbenzoyl)benzoate), ( 1 ), 1199s, ( 1 ), ( 11 ), ( 4 ), ( 1 ), ( 43 ), C(C)(C)C1=C(C(=O)C2=C(C(=O)OC\C=C(/C)\CCC=C(C)C)C=CC=C2)C=CC=C1 (Geranyl 2-(2′-isopropylbenzoyl)benzoate), C(C)(C)C1=C(C(=O)C2=C(C(=O)OC\C=C(/C)\CCC=C(C)C)C=CC=C2)C=CC=C1 (Geranyl 2-(2′-isopropylbenzoyl)benzoate), ( 29 ), ( 11 ), 1307m, ( 12 ), C(C)(C)C1=C(C(=O)C2=C(C(=O)OC\C=C(/C)\CCC=C(C)C)C=CC=C2)C=CC(=C1)C(C)C (Geranyl 2-(2′,4′-diisopropylbenzoyl)benzoate), 1570m, 2872m, C(C)(C)C1=C(C(=O)C2=C(C(=O)OC\C=C(/C)\CCC=C(C)C)C=CC=C2)C=CC(=C1)C(C)C (Geranyl 2-(2′,4′-diisopropylbenzoyl)benzoate), CC(C(C(=O)OCCC(CCC=C(C)C)C)=O)CC (3,7-Dimethyl-6-octenyl 3-Methyl-2-oxopentanoate), ( 15 ), C(C)(C)C1=C(C(=O)C2=C(C(=O)OC\C=C(/C)\CCC=C(C)C)C=CC=C2)C=CC=C1 (Geranyl 2-(2′-isopropylbenzoyl)benzoate), 2926s, 3051w, 1500m, 2856m, CC(C(C(=O)OCCC(CCC=C(C)C)C)=O)CC (3,7-Dimethyl-6-octenyl 3-Methyl-2-oxopentanoate), 1359m, ( 4 ), ( 10 ), ( 1 ), 1117w, ( 1 ), 1736s. The solvent is CCCCCC (hexane). The product is O=CC(=O)OC1=CC=C(C=C1C=CC(CCCC(C)C)C)C(C)=O (3,7-Dimethyl-6-octenyl(4-acetylphenyl) Oxoacetate). Reaction SMILES: C(C1C=CC=CC=1C(C1C=CC=CC=1C(O[CH2:13]/[CH:14]=[C:15](/[CH2:17][CH2:18][CH:19]=[C:20]([CH3:22])[CH3:21])\[CH3:16])=O)=O)(C)C.CC(CC)[C:33](=[O:47])[C:34]([O:36]CCC(C)CCC=C(C)C)=[O:35].O=C(CCC)C(OCCC(C)CCC=C(C)C)=O.C([C:71]1[CH:76]=[CH:75][C:74]([C:77](=[O:91])[C:78](OCCC(C)CCC=C(C)C)=O)=[CH:73][CH:72]=1)(=O)C.C(C1C=C(C(C)C)C=CC=1C(C1C=CC=CC=1C(OC/C=C(/CCC=C(C)C)\C)=O)=O)(C)C>CCCCCC>[O:47]=[CH:33][C:34]([O:36][C:71]1[C:72]([CH:13]=[CH:14][CH:15]([CH3:16])[CH2:17][CH2:18][CH2:19][CH:20]([CH3:21])[CH3:22])=[CH:73][C:74]([C:77](=[O:91])[CH3:78])=[CH:75][CH:76]=1)=[O:35]. Procedure details: UV/Vis (hexane): 384 (sh, 60), 367 (sh, 100), 343 (sh, 150), 310 (sh, 1230), 301 (sh, 1660), 266 (17910), 260 (18440). IR (neat): 3051w, 2964s, 2926s, 2872m, 2856m, 1736s, 1693s, 1607w, 1570m, 1500m, 1457m, 1434m, 1407m, 1379m, 1359m, 1318m, 1307m, 1260s, 1199s, 1176s, 1117w, 1075m, 992s, 959m, 861m, 832m. 1H NMR (360 MHz, CDCl3): 8.17-8.02 (m, 4H); 5.12-5.04 (m, 1H); 4.53-4.37 (m, 2H); 2.66 (s, 3H); 2.14-1.90 (m, 2H); 1.90-1.75 (m, 1H); 1.73-1.53 (m, 2H); 167 (s, 3H); 1.60 (s, 3H); 1.46-1.32 (m...